From a dataset of the Open Reaction Database (ORD), a public repository of structured organic reaction records. describe an organic reaction: reactants, conditions, products, and yield The reactants are CCOC(=O)C(F)(Br)C1CCC(=O)C1, CN(C)C=O, Cl. Product: CCOC(=O)C1(F)C2CCC(=O)C21. As a reaction SMILES: [Br:1][C:2]([C:3](=[O:4])[O:5][CH2:6][CH3:7])([CH:8]1[CH2:9][C:10](=[O:13])[CH2:11][CH2:12]1)[F:14].[CH3:16][N:17]([CH3:18])[CH:19]=[O:20].[ClH:15]>>[C:2]1([C:3](=[O:4])[O:5][CH2:6][CH3:7])([F:14])[CH:8]2[CH:9]1[C:10](=[O:13])[CH2:11][CH2:12]2.